Dataset: the Open Reaction Database (ORD), a public repository of structured organic reaction records. Task: describe an organic reaction: reactants, conditions, products, and yield Starting materials: N1N=NC=C1 (1H-1,2,3-triazole), [I-].[K+] (potassium iodide), [OH-].[Na+] (sodium hydroxide), ClCCCOC1=CC=C(C=C1)[N+](=O)[O-] (1-(3-Chloro-propoxy)-4-nitro-benzene). Run in CC(C)(CC)O (2-methyl-2-butanol). Reaction conditions: temperature 120 celsius, time 20 hour. The product is [N+](=O)([O-])C1=CC=C(OCCCN2N=NC=C2)C=C1 (1-[3-(4-nitro-phenoxy)-propyl]-1H-[1,2,3]triazole). Reaction SMILES: Cl[CH2:2][CH2:3][CH2:4][O:5][C:6]1[CH:11]=[CH:10][C:9]([N+:12]([O-:14])=[O:13])=[CH:8][CH:7]=1.[NH:15]1[CH:19]=[CH:18][N:17]=[N:16]1.[I-].[K+].[OH-].[Na+]>CC(O)(CC)C>[N+:12]([C:9]1[CH:10]=[CH:11][C:6]([O:5][CH2:4][CH2:3][CH2:2][N:15]2[CH:19]=[CH:18][N:17]=[N:16]2)=[CH:7][CH:8]=1)([O-:14])=[O:13] |f:2.3,4.5|. Reported procedure: 1-(3-Chloro-propoxy)-4-nitro-benzene (7 g, 32.5 mmol) is dissolved in 2-methyl-2-butanol (35 ml) followed by the addition of 1H-1,2,3-triazole (3.43 g, 48.7 mmol), potassium iodide (0.54 g, 3.25 mmol) and sodium hydroxide (1.95 g, 48.7 mmol). The mixture is stirred for 20 h at 120° C., evaporated to dryness and suspended in toluene. Washing with water, drying over sodium sulfate and concentration in vacuo yields a crude product, which is washed with ether yielding 1-[3-(4-nitro-phenoxy)-propyl]-... Reactants: ClC1CC2=C(SC3=C1C=C(C=C3)C(C)C)C=C(C=C2)F (10-chloro-3-fluoro-8-isopropyl-10,11-dihydrodibenzo(b,f)thiepin), C(C)OC(=O)N1CCNCC1 (1-(ethoxycarbonyl)piperazine). Solvent: C(Cl)(Cl)Cl (chloroform), C(Cl)(Cl)Cl (chloroform). Yields the product FC=1C=CC2=C(SC3=C(C(C2)N2CCNCC2)C=C(C=C3)C(C)C)C1 (3-Fluoro-8-isopropyl-10-piperazino-10,11-dihydrodibenzo(b,f)thiepin). Reaction SMILES: Cl[CH:2]1[C:8]2[CH:9]=[C:10]([CH:13]([CH3:15])[CH3:14])[CH:11]=[CH:12][C:7]=2[S:6][C:5]2[CH:16]=[C:17]([F:20])[CH:18]=[CH:19][C:4]=2[CH2:3]1.C(OC([N:26]1[CH2:31][CH2:30][NH:29][CH2:28][CH2:27]1)=O)C>C(Cl)(Cl)Cl>[F:20][C:17]1[CH:18]=[CH:19][C:4]2[CH2:3][CH:2]([N:26]3[CH2:31][CH2:30][NH:29][CH2:28][CH2:27]3)[C:8]3[CH:9]=[C:10]([CH:13]([CH3:15])[CH3:14])[CH:11]=[CH:12][C:7]=3[S:6][C:5]=2[CH:16]=1. Procedure: A mixture of 20 g of 10-chloro-3-fluoro-8-isopropyl-10,11-dihydrodibenzo(b,f)thiepin, 21 g of 1-(ethoxycarbonyl)piperazine and 30 ml of chloroform is refluxed for 5 hours. After cooling, it is diluted with chloroform, the solution thoroughly washed with water, dried with potassium carbonate and after filtration evaporated under reduced pressure. The residue (27 g, 96%) is a crude glassy 10-(ethoxycarbonylpiperazino)-3-fluoro-8-isopropyl-10,11-dihydrodibenzo(b,f)thiepin which is used for hydrolys... Starting materials: CC1=CC(=CC=C1)NC2=NC=NC3=C2C=C(C=C3)NN=NC (SMA41). The solvent is CS(=O)C (DMSO). Reaction conditions: time 24 hour. The product is CC1=CC(=CC=C1)NC2=NC=NC3=C2C=C(C=C3)N (SMA52). Reaction SMILES: [CH3:1][C:2]1[CH:7]=[CH:6][CH:5]=[C:4]([NH:8][C:9]2[C:14]3[CH:15]=[C:16]([NH:19]N=NC)[CH:17]=[CH:18][C:13]=3[N:12]=[CH:11][N:10]=2)[CH:3]=1>CS(C)=O>[CH3:1][C:2]1[CH:7]=[CH:6][CH:5]=[C:4]([NH:8][C:9]2[C:14]3[CH:15]=[C:16]([NH2:19])[CH:17]=[CH:18][C:13]=3[N:12]=[CH:11][N:10]=2)[CH:3]=1. Procedure: SMA41 (1 mg) was dissolved in DMSO (500 μL), added to RPMI with 10% fetal bovine serum (2 mL) and incubated for 24 h at 37° C. Thereafter, proteins were precipitated by the addition of acetonitrile (3.5 ml) and the supernatant collected by centrifugation. The concentration of SMA52 derived from the degradation of SMA41 was calculated using a standard curve obtained from the serial dilution of independently synthesized SMA52 incubated in serum-containing medium under identical conditions. HPLC an... Starting materials: CC(=O)O, C1CCOC1, C[Si](C)(C)[N-][Si](C)(C)C, CC(C)C1COC(=O)N1C(=O)Cc1ccc(Cl)cc1, [Na+]. Product: CC(C(=O)N1C(=O)OCC1C(C)C)c1ccc(Cl)cc1. As a reaction SMILES: [C:30]([OH:31])(=[O:32])[CH3:33].[CH2:34]1[O:35][CH2:36][CH2:37][CH2:38]1.[CH3:21][Si:22]([N-:23][Si:24]([CH3:25])([CH3:26])[CH3:27])([CH3:28])[CH3:29].[Cl:1][c:2]1[cH:3][cH:4][c:5]([CH2:8][C:9](=[O:10])[N:11]2[C:12](=[O:19])[O:13][CH2:14][CH:15]2[CH:16]([CH3:17])[CH3:18])[cH:6][cH:7]1.[Na+:20]>>[Cl:1][c:2]1[cH:3][cH:4][c:5]([CH:8]([C:9](=[O:10])[N:11]2[C:12](=[O:19])[O:13][CH2:14][CH:15]2[CH:16]([CH3:17])[CH3:18])[CH3:21])[cH:6][cH:7]1. Reactants: CCOC(C)=O, CCCCCC(O)CCC1C(O)CC2Cc3c(cccc3OCC(=O)O)CC21, Cl, O, OCCNCCO. The product is CCCCCC(O)CCC1C(O)CC2Cc3c(cccc3OCC(=O)O)CC21. As a reaction SMILES: [CH3:38][CH2:39][O:40][C:41](=[O:42])[CH3:43].[CH:1]12[CH2:2][CH:3]([OH:4])[CH:5]([CH2:6][CH2:7][CH:8]([OH:9])[CH2:10][CH2:11][CH2:12][CH2:13][CH3:14])[CH:15]1[CH2:16][c:17]1[cH:18][cH:19][cH:20][c:21]([O:22][CH2:23][C:24]([OH:25])=[O:26])[c:27]1[CH2:28]2.[ClH:37].[OH2:36].[OH:29][CH2:30][CH2:31][NH:32][CH2:33][CH2:34][OH:35]>>[CH:1]12[CH2:2][CH:3]([OH:4])[CH:5]([CH2:6][CH2:7][CH:8]([OH:9])[CH2:10][CH2:11][CH2:12][CH2:13][CH3:14])[CH:15]1[CH2:16][c:17]1[cH:18][cH:19][cH:20][c:21]([O:22][CH2:23][C:24](=[O:25])[OH:26])[c:27]1[CH2:28]2. The reactants are CO, COc1ccc2c(C(N)=O)nsc2c1, Cl, [Na+], [OH-]. Yields the product COc1ccc2c(C(=O)O)nsc2c1. RXN SMILES: [CH3:18][OH:19].[CH3:1][O:2][c:3]1[cH:4][c:5]2[c:6]([c:7]([C:10](=[O:11])[NH2:12])[n:8][s:9]2)[cH:13][cH:14]1.[ClH:17].[Na+:16].[OH-:15]>>[CH3:1][O:2][c:3]1[cH:4][c:5]2[c:6]([c:7]([C:10](=[O:11])[OH:15])[n:8][s:9]2)[cH:13][cH:14]1. The reactants are SC(C)(C)[C@@H]1C[C@@H](C(=O)O1)CS (cis-4-(1-mercapto-1-methylethyl)-2-mercaptomethyl-4-butanolide), [Cl-].[NH4+] (ammonium chloride). The solvent is C(Cl)Cl (methylene chloride), C(C)N(CC)CC (triethylamine), C(C)(=O)Cl (acetyl chloride). Run at time 30 minute. Product: C(C)(=O)SC(C)(C)[C@@H]1C[C@@H](C(=O)O1)CSC(C)=O (cis-4-(1-acetylthio-1-methylethyl)-2-acetylthiomethyl-4-butanolide). Isolated yield 185.3%. RXN SMILES: [SH:1][C:2]([C@H:5]1[O:10][C:8](=[O:9])[C@@H:7]([CH2:11][SH:12])[CH2:6]1)([CH3:4])[CH3:3].[Cl-].[NH4+]>C(Cl)Cl.C(N(CC)CC)C.C(Cl)(=O)C>[C:8]([S:1][C:2]([C@H:5]1[O:10][C:8](=[O:9])[C@@H:7]([CH2:11][S:12][C:5](=[O:10])[CH3:2])[CH2:6]1)([CH3:4])[CH3:3])(=[O:9])[CH3:7] |f:1.2|. Procedure: To a stirred solution of cis-4-(1-mercapto-1-methylethyl)-2-mercaptomethyl-4-butanolide (compound No.9-3, 0.102 g) in methylene chloride (3 ml), triethylamine (0.20 ml) and acetyl chloride (0.10 ml) were added and stirred for 30 minutes under nitrogen atmosphere and ice-cooling. The mixture was poured into saturated aqueous ammonium chloride solution (30 ml) and extracted with ether. The organic layer was washed with saturated aqueous ammonium chloride solution and saturated sodium chloride solu... The reactants are CC(CN1CCOCC1)NC(=O)OC(C)(C)C, CO, Cl. Yields the product CC(N)CN1CCOCC1. RXN SMILES: [C:1]([O:2][C:3](=[O:4])[NH:7][CH:8]([CH2:9][N:10]1[CH2:11][CH2:12][O:13][CH2:14][CH2:15]1)[CH3:16])([CH3:5])([CH3:6])[CH3:17].[CH3:19][OH:20].[ClH:18]>>[NH2:7][CH:8]([CH2:9][N:10]1[CH2:11][CH2:12][O:13][CH2:14][CH2:15]1)[CH3:16]. Reactants: ClC1=C(COC2=CC=C(C=O)C=C2)C(=CC=C1)Cl (4-(2,6-dichlorobenzyloxy)benzaldehyde), C(CC(=O)OCC)(=O)OCC (diethyl malonate), N1CCCCC1 (piperidine), C(C)(=O)O (acetic acid). Product: C(C)OC(C(C(=O)OCC)=CC1=CC=C(C=C1)OCC1=C(C=CC=C1Cl)Cl)=O (Diethyl[4-(2,6-dichlorobenzyloxy)benzylidene]malonate). Procedure: To a solution of 4-(2,6-dichlorobenzyloxy)benzaldehyde (5.62 g, 20 mmol) and diethyl malonate (3.52 g, 22 mmol) in benzene (75 mL), were added piperidine (90 μL) and glacial acetic acid (0.25 mL). After refluxing for 24 h with azeotropic water removal, the cooled reaction was concentrated in vacuo then partitioned between ether and water. The organic extract was washed successively with 1N hydrochloric acid, saturated sodium bicarbonate solution, water, brine and dried (MgSO4). Removal of voliti... Solvent: C1=CC=CC=C1 (benzene), O (water). As a reaction SMILES: [Cl:1][C:2]1[CH:17]=[CH:16][CH:15]=[C:14]([Cl:18])[C:3]=1[CH2:4][O:5][C:6]1[CH:13]=[CH:12][C:9]([CH:10]=O)=[CH:8][CH:7]=1.[C:19]([O:27][CH2:28][CH3:29])(=[O:26])[CH2:20][C:21]([O:23][CH2:24][CH3:25])=[O:22].N1CCCCC1.C(O)(=O)C>C1C=CC=CC=1.O>[CH2:24]([O:23][C:21](=[O:22])[C:20](=[CH:10][C:9]1[CH:12]=[CH:13][C:6]([O:5][CH2:4][C:3]2[C:2]([Cl:1])=[CH:17][CH:16]=[CH:15][C:14]=2[Cl:18])=[CH:7][CH:8]=1)[C:19]([O:27][CH2:28][CH3:29])=[O:26])[CH3:25]. The yield is 98.6%.